This data is from the Open Reaction Database (ORD), a public repository of structured organic reaction records. The task is: describe an organic reaction: reactants, conditions, products, and yield Reactants: COC(=O)CBr, O=C([O-])[O-], CN(C)C=O, Oc1ccc(Cc2ncc(C(F)(F)F)cc2Cl)c(Cl)c1Cl, [K+], [K+]. Product: COC(=O)COc1ccc(Cc2ncc(C(F)(F)F)cc2Cl)c(Cl)c1Cl. Reaction SMILES: [Br:28][CH2:29][C:30](=[O:31])[O:32][CH3:33].[C:22](=[O:23])([O-:24])[O-:25].[CH3:34][N:35]([CH3:36])[CH:37]=[O:38].[Cl:1][c:2]1[c:3]([CH2:12][c:13]2[c:14]([Cl:21])[c:15]([Cl:20])[c:16]([OH:19])[cH:17][cH:18]2)[n:4][cH:5][c:6]([C:8]([F:9])([F:10])[F:11])[cH:7]1.[K+:26].[K+:27]>>[Cl:1][c:2]1[c:3]([CH2:12][c:13]2[c:14]([Cl:21])[c:15]([Cl:20])[c:16]([O:19][CH2:29][C:30](=[O:31])[O:32][CH3:33])[cH:17][cH:18]2)[n:4][cH:5][c:6]([C:8]([F:9])([F:10])[F:11])[cH:7]1. Starting materials: O (water), C(=O)C1=CN=C(C2=CC=CC=C12)OC1=CC=C(C(=O)N)C=C1 (4-(4-formylisoquinolin-1-yloxy)benzamide), [BH4-].[Na+] (NaBH4), CC(CCN)C (3-methylbutylamine). Run in CN(C)C=O (DMF). Run at time 72 hour. Yields the product CC(CCNCC1=CN=C(C2=CC=CC=C12)OC1=CC=C(C(=O)N)C=C1)C (4-{4-[(3-Methylbutylamino) methyl]isoquinolin-1-yloxy}benzamide). Reaction SMILES: [CH:1]([C:3]1[C:12]2[C:7](=[CH:8][CH:9]=[CH:10][CH:11]=2)[C:6]([O:13][C:14]2[CH:22]=[CH:21][C:17]([C:18]([NH2:20])=[O:19])=[CH:16][CH:15]=2)=[N:5][CH:4]=1)=O.[CH3:23][CH:24]([CH3:28])[CH2:25][CH2:26][NH2:27].[BH4-].[Na+].O>CN(C=O)C>[CH3:23][CH:24]([CH3:28])[CH2:25][CH2:26][NH:27][CH2:1][C:3]1[C:12]2[C:7](=[CH:8][CH:9]=[CH:10][CH:11]=2)[C:6]([O:13][C:14]2[CH:22]=[CH:21][C:17]([C:18]([NH2:20])=[O:19])=[CH:16][CH:15]=2)=[N:5][CH:4]=1 |f:2.3|. Procedure details: To a suspension of 4-(4-formylisoquinolin-1-yloxy)benzamide (Preparation 16) (100 mg, 0.34 mmol) in DMF (10 mL) was added 3-methylbutylamine (40 μL, 0.34 mmol) and 4 Å molecular sieves (200 mg). The mixture was stirred at rt for 72 h before adding NaBH4 (65 mg, 1.7 mmol). After 16 h water (1 mL) was added. Solvent was removed in vacuo and the residue purified by column chromatography (NEt3: MeOH:DCM 3:30:500) to give the title compound: RT=2.47 min; m/z (ES+)=364.0 [M+H]+. Yields the product C(C)OC(=O)C=1N=CC=2NC3=CC=CC(=C3C2C1)C (5-methyl-β-carbolin-3-carboxylic acid ethyl ester). Conditions: temperature 15 celsius, time 1 hour. The solvent is C1(=CC=CC=C1)C (toluene), C(C)(=O)OCC (ethyl acetate). Reaction SMILES: [CH2:1]([O:3][C:4]([CH:6]1[CH2:18][C:17]2[C:16]3[C:11](=[CH:12][CH:13]=[CH:14][C:15]=3[CH3:19])[NH:10][C:9]=2[CH2:8][NH:7]1)=[O:5])[CH3:2].ClC1C(=O)C(C#N)=C(C#N)C(=O)C=1Cl>C1(C)C=CC=CC=1.C(OCC)(=O)C>[CH2:1]([O:3][C:4]([C:6]1[N:7]=[CH:8][C:9]2[NH:10][C:11]3[C:16]([C:17]=2[CH:18]=1)=[C:15]([CH3:19])[CH:14]=[CH:13][CH:12]=3)=[O:5])[CH3:2]. Reactants: C(C)OC(=O)C1NCC=2NC3=CC=CC(=C3C2C1)C (5-methyl-1,2,3,4-tetrahydro-β-carbolin-3-carboxylic acid ethyl ester), ClC1=C(C(C(=C(C1=O)C#N)C#N)=O)Cl (dichlorodicyanobenzoquinone). Yield: 61.4%. Procedure details: 2.58 g of 5-methyl-1,2,3,4-tetrahydro-β-carbolin-3-carboxylic acid ethyl ester is dissolved in 40 ml of absolute toluene, cooled to 15° C., 2.72 g of dichlorodicyanobenzoquinone is added thereto and the whole is stirred for 1 hour at this temperature. The mixture is then diluted with ethyl acetate, extracted several times by shaking with dilute ammonia and then with saturated common salt solution, dried over calcium sulphate and concentrated in vacuo. Chromatography on silica gel with a chlorofo... The reactants are C(=O)(OC)CCCCCCCCCCC(=O)NC1=C(C=CC=C1)O (N-(11-Carbomethoxyundecanoyl)-2-hydroxyaniline), BrCCCC#N (4-bromobutyronitrile). Product: C(=O)(OC)CCCCCCCCCCC(=O)NC1=C(OCCCC#N)C=CC=C1 (4-(2-(11-Carbomethoxyundecanoylamino) phenoxy)-butyronitrile). RXN SMILES: [C:1]([CH2:5][CH2:6][CH2:7][CH2:8][CH2:9][CH2:10][CH2:11][CH2:12][CH2:13][CH2:14][C:15]([NH:17][C:18]1[CH:23]=[CH:22][CH:21]=[CH:20][C:19]=1[OH:24])=[O:16])([O:3][CH3:4])=[O:2].Br[CH2:26][CH2:27][CH2:28][C:29]#[N:30]>>[C:1]([CH2:5][CH2:6][CH2:7][CH2:8][CH2:9][CH2:10][CH2:11][CH2:12][CH2:13][CH2:14][C:15]([NH:17][C:18]1[CH:23]=[CH:22][CH:21]=[CH:20][C:19]=1[O:24][CH2:26][CH2:27][CH2:28][C:29]#[N:30])=[O:16])([O:3][CH3:4])=[O:2]. Procedure: When (44) and 4-bromobutyronitrile are reacted under the conditions of step (A), above, (45) is obtained as a waxy solid. Conversely, reacting (44) with ethyl 4-bromobutyrate as in step (A) yields (8). Starting materials: [OH-].[Na+] (NaOH), C(C)OC(=O)C=1C(=NC2=CC(=CC=C2C1C)C(F)(F)F)\C=C\C ((E)-4-methyl-2-(prop-1-enyl)-7-(trifluoromethyl)quinoline-3-carboxylic acid ethyl ester). Run in O.CCO (water EtOH). Conditions: temperature 90 celsius. The product is CC1=C(C(=NC2=CC(=CC=C12)C(F)(F)F)\C=C\C)C(=O)O ((E)-4-methyl-2-(prop-1-enyl)-7-(trifluoromethyl)quinoline-3-carboxylic acid). Yield: 85.7%. As a reaction SMILES: [OH-].[Na+].C([O:5][C:6]([C:8]1[C:9](/[CH:23]=[CH:24]/[CH3:25])=[N:10][C:11]2[C:16]([C:17]=1[CH3:18])=[CH:15][CH:14]=[C:13]([C:19]([F:22])([F:21])[F:20])[CH:12]=2)=[O:7])C>O.CCO>[CH3:18][C:17]1[C:16]2[C:11](=[CH:12][C:13]([C:19]([F:20])([F:21])[F:22])=[CH:14][CH:15]=2)[N:10]=[C:9](/[CH:23]=[CH:24]/[CH3:25])[C:8]=1[C:6]([OH:7])=[O:5] |f:0.1,3.4|. Procedure details: 560 mg (13.9 mmol) NaOH flocs were added to a solution of 450 mg (1.4 mmol) (E)-4-methyl-2-(prop-1-enyl)-7-(trifluoromethyl)quinoline-3-carboxylic acid ethyl ester in a water/EtOH mixture (in each case 21 ml) at 0° C. The mixture was subsequently heated to 90° C. for 16 h. It was then concentrated in a vacuum and the residue was taken up with water (20 ml) and washed with EtOAc. Thereafter, the aqueous phase was set to pH ˜2 with a 2M hydrochloric acid and extracted with EtOAc. The organic phase... Reactants: O=C(O)CN(CP(=S)(N1CCCC1)N1CCCC1)C(=O)C(F)(F)F, C1CCOC1, O. Product: O=C(O)CNCP(=S)(N1CCCC1)N1CCCC1. As a reaction SMILES: [F:1][C:2]([F:3])([F:4])[C:23]([N:5]([CH2:6][C:7](=[O:8])[OH:9])[CH2:10][P:11](=[S:12])([N:13]1[CH2:14][CH2:15][CH2:16][CH2:17]1)[N:18]1[CH2:19][CH2:20][CH2:21][CH2:22]1)=[O:24].[O:26]1[CH2:27][CH2:28][CH2:29][CH2:30]1.[OH2:25]>>[NH:5]([CH2:6][C:7](=[O:8])[OH:9])[CH2:10][P:11](=[S:12])([N:13]1[CH2:14][CH2:15][CH2:16][CH2:17]1)[N:18]1[CH2:19][CH2:20][CH2:21][CH2:22]1. Starting materials: ClC1=CC(=C(C#N)C=C1)C1=CC=C(C=C1)C (4-chloro-2-(4-methylphenyl)benzonitrile), BrN1C(CCC1=O)=O (N-bromosuccinimide), N(=NC(C#N)(C)C)C(C#N)(C)C (α,α'-azobis(isobutyronitrile)). Solvent: C(Cl)(Cl)(Cl)Cl (carbon tetrachloride). Yields the product BrCC1=CC=C(C=C1)C1=C(C#N)C=CC(=C1)Cl (2-(4-Bromomethylphenyl)4-chlorobenzonitrile). RXN SMILES: [Cl:1][C:2]1[CH:9]=[CH:8][C:5]([C:6]#[N:7])=[C:4]([C:10]2[CH:15]=[CH:14][C:13]([CH3:16])=[CH:12][CH:11]=2)[CH:3]=1.[Br:17]N1C(=O)CCC1=O.N(C(C)(C)C#N)=NC(C)(C)C#N>C(Cl)(Cl)(Cl)Cl>[Br:17][CH2:16][C:13]1[CH:14]=[CH:15][C:10]([C:4]2[CH:3]=[C:2]([Cl:1])[CH:9]=[CH:8][C:5]=2[C:6]#[N:7])=[CH:11][CH:12]=1. Procedure details: 6.83 g of 4-chloro-2-(4-methylphenyl)benzonitrile, 5.34 g of N-bromosuccinimide and 0.1 g of α,α'-azobis(isobutyronitrile) were heated in 220 ml of carbon tetrachloride under reflux for 2 hr. The succinimide was removed by filtration, and the filtrate was concentrated. The residue was crystallized from a mixed solvent of tetrahydrofuran-isopropyl ether. The yield was 5.6 g. The reactants are N1CCOCC1 (morpholine), C(#N)[BH3-].[Na+] (sodium cyanoborohydride), Cl.N12C[C@@H](C(CC1)CC2)NC(=O)C=2SC1=C(C2)C=CC(=C1)C1=CC=C(C=C1)C=O (N-[(3R)-1-Azabicyclo[2.2.2]oct-3-yl]-6-(4-formylphenyl)-1-benzothiophene-2-carboxamide hydrochloride), CO (methanol). Solvent: C(C)(=O)O (acetic acid). Yields the product Cl.Cl.N12C[C@@H](C(CC1)CC2)NC(=O)C=2SC1=C(C2)C=CC(=C1)C1=CC=C(C=C1)CN1CCOCC1 (N-[(3R)-1-Azabicyclo[2.2.2]oct-3-yl]-6-[4-(4-morpholinylmethyl)phenyl]-1-benzothiophene-2-carboxamide dihydrochloride). As a reaction SMILES: [NH:1]1[CH2:6][CH2:5][O:4][CH2:3][CH2:2]1.C([BH3-])#N.[Na+].[ClH:11].[N:12]12[CH2:19][CH2:18][CH:15]([CH2:16][CH2:17]1)[C@@H:14]([NH:20][C:21]([C:23]1[S:24][C:25]3[CH:31]=[C:30]([C:32]4[CH:37]=[CH:36][C:35]([CH:38]=O)=[CH:34][CH:33]=4)[CH:29]=[CH:28][C:26]=3[CH:27]=1)=[O:22])[CH2:13]2.CO>C(O)(=O)C>[ClH:11].[ClH:11].[N:12]12[CH2:17][CH2:16][CH:15]([CH2:18][CH2:19]1)[C@@H:14]([NH:20][C:21]([C:23]1[S:24][C:25]3[CH:31]=[C:30]([C:32]4[CH:33]=[CH:34][C:35]([CH2:38][N:1]5[CH2:6][CH2:5][O:4][CH2:3][CH2:2]5)=[CH:36][CH:37]=4)[CH:29]=[CH:28][C:26]=3[CH:27]=1)=[O:22])[CH2:13]2 |f:1.2,3.4,7.8.9|. Procedure details: 330 mg (3.75 mmol) of morpholine and 40 mg (0.56 mmol) of sodium cyanoborohydride are successively added to a solution of 80 mg (0.19 mmol) of N-[(3R)-1-azabicyclo[2.2.2]oct-3-yl]-6-(4-formylphenyl)-1-benzothiophene-2-carboxamide hydrochloride (Example 23A) in 1.5 ml of a 6:1 mixture of methanol and acetic acid. 2 h at room temperature and 6 h at 80° C. are followed by purification by preparative HPLC. The product fractions are concentrated and, after addition of a 5:1 mixture of methanol and 1N...